Task: describe an organic reaction: reactants, conditions, products, and yield. Dataset: the Open Reaction Database (ORD), a public repository of structured organic reaction records The reactants are ClCCl, O=C(O)C(F)(F)F, CC(C)(C)OC(=O)N1CCCCC1C(=O)N1CCCC(C(=O)NC(CCCc2ccccc2)CCCc2ccccc2)C1. The product is O=C(NC(CCCc1ccccc1)CCCc1ccccc1)C1CCCN(C(=O)C2CCCCN2)C1. Reaction SMILES: [CH2:51]([Cl:52])[Cl:53].[OH:44][C:45]([C:46]([F:47])([F:48])[F:49])=[O:50].[c:1]1([CH2:7][CH2:8][CH2:9][CH:10]([CH2:11][CH2:12][CH2:13][c:14]2[cH:15][cH:16][cH:17][cH:18][cH:19]2)[NH:20][C:21](=[O:22])[CH:23]2[CH2:24][N:25]([C:29](=[O:30])[CH:31]3[N:32]([C:37]([O:38][C:39]([CH3:40])([CH3:41])[CH3:42])=[O:43])[CH2:33][CH2:34][CH2:35][CH2:36]3)[CH2:26][CH2:27][CH2:28]2)[cH:2][cH:3][cH:4][cH:5][cH:6]1>>[c:1]1([CH2:7][CH2:8][CH2:9][CH:10]([CH2:11][CH2:12][CH2:13][c:14]2[cH:15][cH:16][cH:17][cH:18][cH:19]2)[NH:20][C:21](=[O:22])[CH:23]2[CH2:24][N:25]([C:29](=[O:30])[CH:31]3[NH:32][CH2:33][CH2:34][CH2:35][CH2:36]3)[CH2:26][CH2:27][CH2:28]2)[cH:2][cH:3][cH:4][cH:5][cH:6]1. Starting materials: N (ammonia), CC=1C=C(C=CC1[N+](=O)[O-])O (3-Methyl-4-nitrophenol), C(C)OS(=O)(=O)OCC (diethylsulfate), C([O-])([O-])=O.[K+].[K+] (Potassium carbonate). Solvent: CC(CC)=O (2-butanone). Reaction conditions: temperature 70 celsius, time 18 hour. Yields the product C(C)OC1=CC(=C(C=C1)[N+](=O)[O-])C (4-Ethoxy-2-methyl-1-nitrobenzene). Isolated yield 106.7%. As a reaction SMILES: [CH3:1][C:2]1[CH:3]=[C:4]([OH:11])[CH:5]=[CH:6][C:7]=1[N+:8]([O-:10])=[O:9].C(=O)([O-])[O-].[K+].[K+].[CH2:18](OS(OCC)(=O)=O)[CH3:19].N>CC(=O)CC>[CH2:18]([O:11][C:4]1[CH:5]=[CH:6][C:7]([N+:8]([O-:10])=[O:9])=[C:2]([CH3:1])[CH:3]=1)[CH3:19] |f:1.2.3|. Reported procedure: 3-Methyl-4-nitrophenol 403 (500 mg, 3.0 mmol) was dissolved in 2-butanone (10 mL). Potassium carbonate (903 mg, 6.5 mmol) was added to the solution followed by diethylsulfate (0.45 mL, 3.2 mmol). The reaction mixture was heated at 70° C. for 2 h. Upon completion, the mixture was cooled to rt and aqueous ammonia (30%, 1 mL) was added and stirred for 18 h at rt. The reaction mixture was filtered and washed with 2-butanone (30 mL). The filtrate was collected and evaporated in vacuo to yield a white... The reactants are [OH-].[Na+] (sodium hydroxide), BrCC(=O)OCC (ethyl bromoacetate), N([C@H](CC1=CNC2=CC=CC=C12)C(=O)OCC1=CC=CC=C1)C(=O)OC(C)(C)C (Boc-D-Trp-OBzl), [OH-].[Na+] (sodium hydroxide), [Cl-].C(C)[N+](C)(C)C (ethyltrimethylammonium chloride), BrCC(=O)OCC (ethyl bromoacetate), Cl (hydrochloric acid). Run in C(Cl)Cl (methylene chloride). Run at time 8 hour. Product: N([C@H](CC1=CN(C2=CC=CC=C12)CC(=O)OCC)C(=O)OCC1=CC=CC=C1)C(=O)OC(C)(C)C (Boc-D-Trp(CH2CO2Et)-OBzl). Isolated yield 113.3%. Reaction SMILES: [NH:1]([C:23]([O:25][C:26]([CH3:29])([CH3:28])[CH3:27])=[O:24])[C@@H:2]([C:13]([O:15][CH2:16][C:17]1[CH:22]=[CH:21][CH:20]=[CH:19][CH:18]=1)=[O:14])[CH2:3][C:4]1[C:12]2[C:7](=[CH:8][CH:9]=[CH:10][CH:11]=2)[NH:6][CH:5]=1.[OH-].[Na+].[Cl-].C([N+](C)(C)C)C.Br[CH2:40][C:41]([O:43][CH2:44][CH3:45])=[O:42].Cl>C(Cl)Cl>[NH:1]([C:23]([O:25][C:26]([CH3:29])([CH3:28])[CH3:27])=[O:24])[C@@H:2]([C:13]([O:15][CH2:16][C:17]1[CH:22]=[CH:21][CH:20]=[CH:19][CH:18]=1)=[O:14])[CH2:3][C:4]1[C:12]2[C:7](=[CH:8][CH:9]=[CH:10][CH:11]=2)[N:6]([CH2:40][C:41]([O:43][CH2:44][CH3:45])=[O:42])[CH:5]=1 |f:1.2,3.4|. Procedure: To a solution of Boc-D-Trp-OBzl (3.0 g) in methylene chloride (60 ml) were added powdered sodium hydroxide (1.52 g), ethyltrimethylammonium chloride (150 mg) and ethyl bromoacetate (2.54 g). The mixture was stirred overnight at room temperature, then powdered sodium hydroxide (0.61 g) and ethyl bromoacetate (0.63 g) were added. The mixture was stirred further for four and half an hour at room temperature and for two hours under reflux. After cooling, 1N-hydrochloric acid (53 ml) was added to the... Reactants: NC1=C(C=CC=C1OC1=C(C=CC=C1)F)CC(=O)OCC (ethyl 2-[2-amino-3-(2-fluorophenoxy)phenyl]acetate), ClN1C(CCC1=O)=O (N-chlorosuccinimide), Cl (hydrochloric acid). Solvent: O1CCOCC1 (dioxane). Reaction conditions: temperature 80 celsius. The product is O=C1NC2=C(C=C(C=C2C1)Cl)OC1=C(C=CC=C1)F (2-oxo-5-chloro-7-(2-fluorophenoxy)indoline). The yield is 51.5%. As a reaction SMILES: [NH2:1][C:2]1[C:7]([O:8][C:9]2[CH:14]=[CH:13][CH:12]=[CH:11][C:10]=2[F:15])=[CH:6][CH:5]=[CH:4][C:3]=1[CH2:16][C:17]([O:19]CC)=O.[Cl:22]N1C(=O)CCC1=O.Cl>O1CCOCC1>[O:19]=[C:17]1[CH2:16][C:3]2[C:2](=[C:7]([O:8][C:9]3[CH:14]=[CH:13][CH:12]=[CH:11][C:10]=3[F:15])[CH:6]=[C:5]([Cl:22])[CH:4]=2)[NH:1]1. Reported procedure: To a solution of ethyl 2-[2-amino-3-(2-fluorophenoxy)phenyl]acetate (8.5 g.) in dioxane (100 ml.) was added N-chlorosuccinimide (4.3 g.), and the mixture was stirred for an hour at 80° C. To the reaction mixture was added conc. hydrochloric acid (0.1 ml.), and the mixture was stirred for 10 minutes at ambient temperature. Dioxane was distilled off from the resulting mixture under reduced pressure. To the residue was added water and the mixture was extracted with ethyl acetate (200 ml.) twice. Th...